Dataset: the Open Reaction Database (ORD), a public repository of structured organic reaction records. Task: describe an organic reaction: reactants, conditions, products, and yield The yield is 90.0%. Procedure details: 3-Methoxy-1-benzenecarbonyl isothiocyanate was prepared using commercially available 3-methoxy-1-benzenecarbonyl chloride (80 mg) as a starting compound according to the description of the literature. 4-[(6,7-Dimethoxy-4-quinolyl)oxy]-2-fluoroaniline (50 mg) was dissolved in toluene (5 ml) and ethanol (1 ml) to prepare a solution. A solution of 3-methoxy-1-benzenecarbonyl isothiocyanate in ethanol (1 ml) was then added to the solution, and the mixture was stirred at room temperature for 2 hr. Th... Solvent: C(C)O (ethanol), C(C)O (ethanol), C1(=CC=CC=C1)C (toluene). RXN SMILES: COC1C=C(C(Cl)=O)C=CC=1.[CH3:12][O:13][C:14]1[CH:15]=[C:16]2[C:21](=[CH:22][C:23]=1[O:24][CH3:25])[N:20]=[CH:19][CH:18]=[C:17]2[O:26][C:27]1[CH:33]=[CH:32][C:30]([NH2:31])=[C:29]([F:34])[CH:28]=1.[CH3:35][O:36][C:37]1[CH:38]=[C:39]([C:43]([N:45]=[C:46]=[S:47])=[O:44])[CH:40]=[CH:41][CH:42]=1>C1(C)C=CC=CC=1.C(O)C>[CH3:35][O:36][C:37]1[CH:38]=[C:39]([C:43]([N:45]=[C:46]=[S:47])=[O:44])[CH:40]=[CH:41][CH:42]=1.[CH3:12][O:13][C:14]1[CH:15]=[C:16]2[C:21](=[CH:22][C:23]=1[O:24][CH3:25])[N:20]=[CH:19][CH:18]=[C:17]2[O:26][C:27]1[CH:33]=[CH:32][C:30]([NH:31][C:46]([NH:45][C:43](=[O:44])[C:39]2[CH:40]=[CH:41][CH:42]=[C:37]([O:36][CH3:35])[CH:38]=2)=[S:47])=[C:29]([F:34])[CH:28]=1. Product: COC=1C=C(C=CC1)C(=O)N=C=S (3-Methoxy-1-benzenecarbonyl isothiocyanate), COC=1C=C2C(=CC=NC2=CC1OC)OC1=CC(=C(C=C1)NC(=S)NC(C1=CC(=CC=C1)OC)=O)F (N-{4-[(6,7-Dimethoxy-4-quinolyl)oxy]-2-fluorophenyl}-N′-(3-methoxybenzoyl)thiourea). Conditions: time 2 hour. Starting materials: COC=1C=C(C=CC1)C(=O)N=C=S (3-methoxy-1-benzenecarbonyl isothiocyanate), COC=1C=C(C=CC1)C(=O)Cl (3-methoxy-1-benzenecarbonyl chloride), COC=1C=C2C(=CC=NC2=CC1OC)OC1=CC(=C(N)C=C1)F (4-[(6,7-Dimethoxy-4-quinolyl)oxy]-2-fluoroaniline). Starting materials: Cl, O=N[O-], [Na+], [Sn], Nc1ccc(OCc2ccc3ccccc3n2)cc1. The product is NNc1ccc(OCc2ccc3ccccc3n2)cc1. Reaction SMILES: [ClH:25].[N:20]([O-:21])=[O:22].[Na+:23].[Sn:24].[n:1]1[c:2]([CH2:11][O:12][c:13]2[cH:14][cH:15][c:16]([NH2:19])[cH:17][cH:18]2)[cH:3][cH:4][c:5]2[cH:6][cH:7][cH:8][cH:9][c:10]12>>[n:1]1[c:2]([CH2:11][O:12][c:13]2[cH:14][cH:15][c:16]([NH:19][NH2:20])[cH:17][cH:18]2)[cH:3][cH:4][c:5]2[cH:6][cH:7][cH:8][cH:9][c:10]12. The reactants are C(O)([O-])=O.[Na+] (sodium hydrogen carbonate), C(C)(=O)O[BH-](OC(C)=O)OC(C)=O.[Na+] (sodium triacetoxyborohydride), COC1=CC=C2C(=CC(N(C2=C1)CC=O)=O)C ((7-methoxy-4-methyl-2-oxoquinolin-1(2H)-yl)acetaldehyde), C(C)(C)(C)OC(N(C1CCNCC1)CC(NC1=NC=CC=C1)=O)=O (tert-butyl(2-oxo-2-(pyridin-2-ylamino)ethyl)(piperidin-4-yl)carbamate). Run in C(Cl)(Cl)Cl (Chloroform), C(C)(=O)O (acetic acid), ClCCl (dichloromethane). Run at time 1 hour. Yields the product C(C)(C)(C)OC(N(CC(NC1=NC=CC=C1)=O)C1CCN(CC1)CCN1C(C=C(C2=CC=C(C=C12)OC)C)=O)=O (tert-butyl(1-(2-(7-methoxy-4-methyl-2-oxoquinolin-1(2H)-yl)ethyl)piperidin-4-yl)(2-oxo-2-(pyridin-2-ylamino)ethyl)carbamate). The yield is 60.8%. Reaction SMILES: [CH3:1][O:2][C:3]1[CH:12]=[C:11]2[C:6]([C:7]([CH3:17])=[CH:8][C:9](=[O:16])[N:10]2[CH2:13][CH:14]=O)=[CH:5][CH:4]=1.[C:18]([O:22][C:23](=[O:41])[N:24]([CH2:31][C:32](=[O:40])[NH:33][C:34]1[CH:39]=[CH:38][CH:37]=[CH:36][N:35]=1)[CH:25]1[CH2:30][CH2:29][NH:28][CH2:27][CH2:26]1)([CH3:21])([CH3:20])[CH3:19].C(O[BH-](OC(=O)C)OC(=O)C)(=O)C.[Na+].C(=O)([O-])O.[Na+]>C(Cl)(Cl)Cl.C(O)(=O)C.ClCCl>[C:18]([O:22][C:23](=[O:41])[N:24]([CH:25]1[CH2:26][CH2:27][N:28]([CH2:14][CH2:13][N:10]2[C:11]3[C:6](=[CH:5][CH:4]=[C:3]([O:2][CH3:1])[CH:12]=3)[C:7]([CH3:17])=[CH:8][C:9]2=[O:16])[CH2:29][CH2:30]1)[CH2:31][C:32](=[O:40])[NH:33][C:34]1[CH:39]=[CH:38][CH:37]=[CH:36][N:35]=1)([CH3:21])([CH3:19])[CH3:20] |f:2.3,4.5|. Reported procedure: To 3 mL of dichloromethane solution containing 85 mg of (7-methoxy-4-methyl-2-oxoquinolin-1(2H)-yl)acetaldehyde, 0.12 g of tert-butyl(2-oxo-2-(pyridin-2-ylamino)ethyl)(piperidin-4-yl)carbamate and 21 μl of acetic acid were added and stirred at room temperature for 1 hour. To the reaction mixture, 0.12 g of sodium triacetoxyborohydride was added and stirred at the same temperature for 30 min. Chloroform and aqueous saturated sodium hydrogen carbonate solution were added, the organic layer was sep...